From a dataset of the Open Reaction Database (ORD), a public repository of structured organic reaction records. describe an organic reaction: reactants, conditions, products, and yield The reactants are BrC=1C=C(N)C=C(C1)F (3-bromo-5-fluoroaniline), [Cl-].O[NH3+] (hydroxylammonium chloride), ClC(C(O)O)(Cl)Cl (2,2,2-trichloroethane-1,1-diol), [O-]S(=O)(=O)[O-].[Na+].[Na+] (Na2SO4). The solvent is Cl (HCl), O (water). Yields the product BrC=1C=C(C=C(C1)F)NC(/C=N/O)=O ((E)-N-(3-bromo-5-fluorophenyl)-2-(hydroxyimino)acetamide). Yield: 111.3%. Reaction SMILES: [Br:1][C:2]1[CH:3]=[C:4]([CH:6]=[C:7]([F:9])[CH:8]=1)[NH2:5].Cl[C:11](Cl)(Cl)[CH:12]([OH:14])O.[O-]S([O-])(=O)=O.[Na+].[Na+].[Cl-].[OH:25][NH3+:26]>Cl.O>[Br:1][C:2]1[CH:3]=[C:4]([NH:5][C:12](=[O:14])/[CH:11]=[N:26]/[OH:25])[CH:6]=[C:7]([F:9])[CH:8]=1 |f:2.3.4,5.6|. Reported procedure: A mixture of 3-bromo-5-fluoroaniline (4.0 g, 21.1 mmol, 1.0 equiv) in conc. HCl (10 mL) and water (100 mL) was heated until it became a clear solution. 2,2,2-trichloroethane-1,1-diol (3.83 g, 23.2 mmol, 1.1 equiv) and Na2SO4 (22.5 g, 158.5 mmol, 7.3 equiv.) was pre-warmed to 50° C. and added to the mixture. To the stirred mixture was then added an aqueous solution of hydroxylammonium chloride (4.39 g, 63.2 mmol, 3.0 equiv) dropwise. The resulting mixture was refluxed for 1 h. After it was cooled...